Dataset: the Open Reaction Database (ORD), a public repository of structured organic reaction records. Task: describe an organic reaction: reactants, conditions, products, and yield Reactants: Polyphosphoric acid, CC(=O)C (acetone), C(C1=CC=CC=C1)OC1=CC(=C(C(=C1)C)C1=C(OC=C1)CO)C (([4-benzyloxy-2,6-dimethylphenyl]furan-2-yl)methanol), CC(=O)C (acetone). Run in O (water). Run at temperature 55 celsius. The product is C(C1=CC=CC=C1)OC1=CC(=C(C(=C1)C)C1C(C=CC1=O)O)C (5-(4-benzyloxy-2,6-dimethylphenyl)-4-hydroxycyclopent-2-enone). As a reaction SMILES: [CH2:1]([O:8][C:9]1[CH:14]=[C:13]([CH3:15])[C:12]([C:16]2[CH:20]=[CH:19][O:18][C:17]=2[CH2:21]O)=[C:11]([CH3:23])[CH:10]=1)[C:2]1[CH:7]=[CH:6][CH:5]=[CH:4][CH:3]=1.CC(C)=[O:26]>O>[CH2:1]([O:8][C:9]1[CH:10]=[C:11]([CH3:23])[C:12]([CH:16]2[C:20](=[O:26])[CH:19]=[CH:21][CH:17]2[OH:18])=[C:13]([CH3:15])[CH:14]=1)[C:2]1[CH:3]=[CH:4][CH:5]=[CH:6][CH:7]=1. Reported procedure: Polyphosphoric acid (5 g) is added to a warm (55° C.) solution of ([4-benzyloxy-2,6-dimethylphenyl]furan-2-yl)methanol (32 g) in a mixture of acetone (400 ml) and water (100 ml) and the mixture is heated at 55° C. for 20 hours. The reaction mixture is cooled to room temperature and most of the acetone is removed under reduced pressure. The mixture is extracted with diethyl ether (3×250 ml), and the organic fractions are washed with saturated aqueous sodium bicarbonate solution (2×200 ml), dried ... The reactants are C(C)(=O)OCC (ethyl acetate), FC=1C(=CC2=C(N=C(S2)COC=2C=C3C(C(C(OC3=CC2)(C)C)CC=2C=C(C=CC2OC)NS(=O)(=O)C(F)(F)F)=O)C1)F (N-{3-[6-(5,6-Difluorobenzothiazol-2-ylmethoxy)-2,2-dimethyl-4-oxochroman-3-ylmethyl]-4-methoxyphenyl}-C,C,C-trifluoromethane sulfonamide), LiB(C2H5)3H. Run in hexanes, O1CCCC1 (tetrahydrofuran), C1CCOC1 (THF). Reaction conditions: time 3 hour. The product is FC=1C(=CC2=C(N=C(S2)COC=2C=C3[C@@H]([C@@H](C(OC3=CC2)(C)C)CC=2C=C(C=CC2OC)NS(=O)(=O)C(F)(F)F)O)C1)F ((±)-N-{-3-[6-(5,6-Difluorobenzothiazol-2-ylmethoxy)-cis-4-hydroxy-2,2-dimethylchroman-3-ylmethyl]-4-methoxyphenyl}-C,C,C-trifluoromethanesulfonamide). The yield is 0.0%. Reaction SMILES: [F:1][C:2]1[C:3]([F:43])=[CH:4][C:5]2[S:9][C:8]([CH2:10][O:11][C:12]3[CH:13]=[C:14]4[C:19](=[CH:20][CH:21]=3)[O:18][C:17]([CH3:23])([CH3:22])[CH:16]([CH2:24][C:25]3[CH:26]=[C:27]([NH:33][S:34]([C:37]([F:40])([F:39])[F:38])(=[O:36])=[O:35])[CH:28]=[CH:29][C:30]=3[O:31][CH3:32])[C:15]4=[O:41])=[N:7][C:6]=2[CH:42]=1.C(OCC)(=O)C>O1CCCC1>[F:1][C:2]1[C:3]([F:43])=[CH:4][C:5]2[S:9][C:8]([CH2:10][O:11][C:12]3[CH:13]=[C:14]4[C:19](=[CH:20][CH:21]=3)[O:18][C:17]([CH3:23])([CH3:22])[C@@H:16]([CH2:24][C:25]3[CH:26]=[C:27]([NH:33][S:34]([C:37]([F:38])([F:39])[F:40])(=[O:35])=[O:36])[CH:28]=[CH:29][C:30]=3[O:31][CH3:32])[C@H:15]4[OH:41])=[N:7][C:6]=2[CH:42]=1. Procedure details: To a stirred solution of 1.36 g (2.12 mole) of the product of Example 104 in 20 mL tetrahydrofuran at -78° C. was added dropwise 4.7 mL (4.66 mL) 1.0M LiB(C2H5)3H in THF (Super-Hydride [trademark]). The mixture was allowed to come to room temperature over 3 hours, then quenched with 10 mL 10% ammonium chloride. The mixture was poured into water, acidified to ph 1-4 with 1N HCl and then extracted with ethyl acetate. The ethyl acetate extract was washed with water and brine, dried (MgSO4) and conc... Starting materials: FC1=CC=C(C=C1)B(O)O (4-fluorophenylboronic acid), C([O-])([O-])=O.[Na+].[Na+] (sodium carbonate), ClC=1C=C2C(=CNC2=CC1)CCNC(C1=CC(=CC=C1)I)=O (N-(2-(5-chloro-1H-indol-3-yl)ethyl)-3-iodobenzamide). Reagents/catalysts: C=1C=CC(=CC1)[P](C=2C=CC=CC2)(C=3C=CC=CC3)[Pd]([P](C=4C=CC=CC4)(C=5C=CC=CC5)C=6C=CC=CC6)([P](C=7C=CC=CC7)(C=8C=CC=CC8)C=9C=CC=CC9)[P](C=1C=CC=CC1)(C=1C=CC=CC1)C=1C=CC=CC1 (tetrakis(triphenylphosphine)palladium). Run in O (water), C(OC)COC (dimethoxyethane). The product is ClC=1C=C2C(=CNC2=CC1)CCNC(=O)C=1C(=CC=CC1)C1=CC=C(C=C1)F (N-(2-(5-chloro-1H-indol-3-yl)ethyl)-4′-fluorobiphenyl-2-carboxamide), eluent, ClC=1C=C2C(=CNC2=CC1)CCNC(=O)C=1C=C(C=CC1)C1=CC=C(C=C1)F (N-(2-(5-chloro-1H-indol-3-yl)ethyl)-4′-fluorobiphenyl-3-carboxamide). Isolated yield 153.3%. As a reaction SMILES: [Cl:1][C:2]1[CH:3]=[C:4]2[C:8](=[CH:9][CH:10]=1)[NH:7][CH:6]=[C:5]2[CH2:11][CH2:12][NH:13][C:14](=[O:22])[C:15]1[CH:20]=[CH:19][CH:18]=[C:17](I)[CH:16]=1.[F:23][C:24]1[CH:29]=[CH:28][C:27](B(O)O)=[CH:26][CH:25]=1.C(=O)([O-])[O-].[Na+].[Na+]>C(COC)OC.O.C1C=CC([P]([Pd]([P](C2C=CC=CC=2)(C2C=CC=CC=2)C2C=CC=CC=2)([P](C2C=CC=CC=2)(C2C=CC=CC=2)C2C=CC=CC=2)[P](C2C=CC=CC=2)(C2C=CC=CC=2)C2C=CC=CC=2)(C2C=CC=CC=2)C2C=CC=CC=2)=CC=1>[Cl:1][C:2]1[CH:3]=[C:4]2[C:8](=[CH:9][CH:10]=1)[NH:7][CH:6]=[C:5]2[CH2:11][CH2:12][NH:13][C:14]([C:15]1[C:20]([C:27]2[CH:28]=[CH:29][C:24]([F:23])=[CH:25][CH:26]=2)=[CH:19][CH:18]=[CH:17][CH:16]=1)=[O:22].[Cl:1][C:2]1[CH:3]=[C:4]2[C:8](=[CH:9][CH:10]=1)[NH:7][CH:6]=[C:5]2[CH2:11][CH2:12][NH:13][C:14]([C:15]1[CH:16]=[C:17]([C:27]2[CH:28]=[CH:29][C:24]([F:23])=[CH:25][CH:26]=2)[CH:18]=[CH:19][CH:20]=1)=[O:22] |f:2.3.4,^1:49,51,70,89|. Reported procedure: N-(2-(5-chloro-1H-indol-3-yl)ethyl)-4′-fluorobiphenyl-2-carboxamide was prepared according to method B with N-(2-(5-chloro-1H-indol-3-yl)ethyl)-3-iodobenzamide (0.075 g; 0.176 mmol), 4-fluorophenylboronic acid (0.026 g; 0.180 mmol), tetrakis(triphenylphosphine)palladium (0.010 g; 0.009 mmol), sodium carbonate (0.037 g; 0.353 mmol), in dimethoxyethane (3 mL) and water (1 mL), irradiated in a microwave oven at 130° C. for 15 minutes. Flash chromatography on silica gel (eluent 2 to 20% ethyl acetat... Reactants: Clc1ccc(-c2cn3cc(Br)ccc3n2)cc1, O=Cc1cccc(B(O)O)c1F, c1ccc(P(c2ccccc2)(c2ccccc2)[Pd](P(c2ccccc2)(c2ccccc2)c2ccccc2)(P(c2ccccc2)(c2ccccc2)c2ccccc2)P(c2ccccc2)(c2ccccc2)c2ccccc2)cc1. The product is O=Cc1cccc(-c2ccc3nc(-c4ccc(Cl)cc4)cn3c2)c1F. Reaction SMILES: [Br:1][c:2]1[cH:3][cH:4][c:5]2[n:6]([cH:7]1)[cH:8][c:9](-[c:11]1[cH:12][cH:13][c:14]([Cl:17])[cH:15][cH:16]1)[n:10]2.[F:18][c:19]1[c:20]([B:27]([OH:28])[OH:29])[cH:21][cH:22][cH:23][c:24]1[CH:25]=[O:26].[cH:30]1[cH:31][cH:32][c:33]([P:34]([Pd:35]([P:36]([c:37]2[cH:38][cH:39][cH:40][cH:41][cH:42]2)([c:43]2[cH:44][cH:45][cH:46][cH:47][cH:48]2)[c:49]2[cH:50][cH:51][cH:52][cH:53][cH:54]2)([P:55]([c:56]2[cH:57][cH:58][cH:59][cH:60][cH:61]2)([c:62]2[cH:63][cH:64][cH:65][cH:66][cH:67]2)[c:68]2[cH:69][cH:70][cH:71][cH:72][cH:73]2)[P:74]([c:75]2[cH:76][cH:77][cH:78][cH:79][cH:80]2)([c:81]2[cH:82][cH:83][cH:84][cH:85][cH:86]2)[c:87]2[cH:88][cH:89][cH:90][cH:91][cH:92]2)([c:93]2[cH:94][cH:95][cH:96][cH:97][cH:98]2)[c:99]2[cH:100][cH:101][cH:102][cH:103][cH:104]2)[cH:105][cH:106]1>>[c:2]1(-[c:20]2[c:19]([F:18])[c:24]([CH:25]=[O:26])[cH:23][cH:22][cH:21]2)[cH:3][cH:4][c:5]2[n:6]([cH:7]1)[cH:8][c:9](-[c:11]1[cH:12][cH:13][c:14]([Cl:17])[cH:15][cH:16]1)[n:10]2. Procedure details: To a suspension of 4-chloro-5H-pyrrolo[3,2-d]pyrimidine (150 mg) in N,N-dimethylformamide (1.0 mL) was added cesium carbonate (478 mg) under ice-cooling, and the mixture was stirred while warming to room temperature for 15 min. To the reaction mixture was added 2-(bromomethyl)tetrahydrofuran (242 mg), and the mixture was stirred at room temperature for 26 hrs. The reaction mixture was diluted with water (20 mL) and extracted with ethyl acetate (30 mL×3). The organic layer was washed with saturat... RXN SMILES: [Cl:1][C:2]1[C:3]2[NH:10][CH:9]=[CH:8][C:4]=2[N:5]=[CH:6][N:7]=1.C(=O)([O-])[O-].[Cs+].[Cs+].Br[CH2:18][CH:19]1[CH2:23][CH2:22][CH2:21][O:20]1>CN(C)C=O.O>[Cl:1][C:2]1[C:3]2[N:10]([CH2:18][CH:19]3[CH2:23][CH2:22][CH2:21][O:20]3)[CH:9]=[CH:8][C:4]=2[N:5]=[CH:6][N:7]=1 |f:1.2.3|. Yields the product ClC=1C2=C(N=CN1)C=CN2CC2OCCC2 (4-chloro-5-(tetrahydrofuran-2-ylmethyl)-5H -pyrrolo[3,2-d]pyrimidine). The reactants are C([O-])([O-])=O.[Cs+].[Cs+] (cesium carbonate), ClC=1C2=C(N=CN1)C=CN2 (4-chloro-5H-pyrrolo[3,2-d]pyrimidine), BrCC1OCCC1 (2-(bromomethyl)tetrahydrofuran). The yield is 86.1%. The solvent is O (water), CN(C=O)C (N,N-dimethylformamide). Reactants: [BH4-], O=C([O-])[O-], CCO, [K+], [K+], CC(=O)c1cccc([N+](=O)[O-])c1, [Na+]. Yields the product CC(O)c1cccc([N+](=O)[O-])c1. RXN SMILES: [BH4-:1].[C:18](=[O:19])([O-:20])[O-:21].[CH3:15][CH2:16][OH:17].[K+:22].[K+:23].[N+:3](=[O:4])([O-:5])[c:6]1[cH:7][c:8]([C:12]([CH3:13])=[O:14])[cH:9][cH:10][cH:11]1.[Na+:2]>>[N+:3](=[O:4])([O-:5])[c:6]1[cH:7][c:8]([CH:12]([CH3:13])[OH:14])[cH:9][cH:10][cH:11]1. Starting materials: O=C([O-])[O-], CN(C)C=O, [Cs+], [Cs+], CS(=O)(=O)OCC1CCCO1, Oc1ccc2c(-c3c(-c4ccccn4)nn4c3CCC4)ccnc2c1. The product is c1ccc(-c2nn3c(c2-c2ccnc4cc(OCC5CCCO5)ccc24)CCC3)nc1. RXN SMILES: [C:37](=[O:38])([O-:39])[O-:40].[CH3:43][N:44]([CH3:45])[CH:46]=[O:47].[Cs+:41].[Cs+:42].[O:1]1[CH:2]([CH2:6][O:7][S:8]([CH3:9])(=[O:10])=[O:11])[CH2:3][CH2:4][CH2:5]1.[n:12]1[c:13](-[c:18]2[c:19](-[c:26]3[cH:27][cH:28][n:29][c:30]4[cH:31][c:32]([OH:36])[cH:33][cH:34][c:35]34)[c:20]3[n:21]([n:22]2)[CH2:23][CH2:24][CH2:25]3)[cH:14][cH:15][cH:16][cH:17]1>>[O:1]1[CH:2]([CH2:6][O:7][c:32]2[cH:31][c:30]3[n:29][cH:28][cH:27][c:26](-[c:19]4[c:18](-[c:13]5[n:12][cH:17][cH:16][cH:15][cH:14]5)[n:22][n:21]5[c:20]4[CH2:25][CH2:24][CH2:23]5)[c:35]3[cH:34][cH:33]2)[CH2:3][CH2:4][CH2:5]1. The reactants are FC=1C=C(C=CC1OC1=CC=NC2=CC(=CC=C12)OC)NC(=O)C=1C(N(N(C1C)C[C@@H](C)OC([C@H](C)N)=O)C1=CC=CC=C1)=O ((S)—((R)-1-(4-(3-fluoro-4-(7-methoxyquinolin-4-yloxy)phenyl carbamoyl)-5-methyl-3-oxo-2-phenyl-2,3-dihydropyrazol-1-yl)propan-2-yl)2-amino-propanoate), O.O.C(C(=O)O)(=O)O (oxalic acid dihydrate). The product is C(C(=O)O)(=O)O.FC=1C=C(C=CC1OC1=CC=NC2=CC(=CC=C12)OC)NC(=O)C=1C(N(N(C1C)C[C@@H](C)OC([C@H](C)N)=O)C1=CC=CC=C1)=O ((S)—((R)-1-(4-(3-fluoro-4-(7-methoxyquinolin-4-yloxy)phenylcarbamoyl)-5-methyl-3-oxo-2-phenyl-2,3-dihydropyrazol-1-yl)propan-2-yl)2-aminopropanoate oxalic acid), solid. Yield: 94.0%. As a reaction SMILES: [F:1][C:2]1[CH:3]=[C:4]([NH:21][C:22]([C:24]2[C:25](=[O:45])[N:26]([C:39]3[CH:44]=[CH:43][CH:42]=[CH:41][CH:40]=3)[N:27]([CH2:30][C@H:31]([O:33][C:34](=[O:38])[C@@H:35]([NH2:37])[CH3:36])[CH3:32])[C:28]=2[CH3:29])=[O:23])[CH:5]=[CH:6][C:7]=1[O:8][C:9]1[C:18]2[C:13](=[CH:14][C:15]([O:19][CH3:20])=[CH:16][CH:17]=2)[N:12]=[CH:11][CH:10]=1.O.O.[C:48]([OH:53])(=[O:52])[C:49]([OH:51])=[O:50]>>[C:48]([OH:53])(=[O:52])[C:49]([OH:51])=[O:50].[F:1][C:2]1[CH:3]=[C:4]([NH:21][C:22]([C:24]2[C:25](=[O:45])[N:26]([C:39]3[CH:40]=[CH:41][CH:42]=[CH:43][CH:44]=3)[N:27]([CH2:30][C@H:31]([O:33][C:34](=[O:38])[C@@H:35]([NH2:37])[CH3:36])[CH3:32])[C:28]=2[CH3:29])=[O:23])[CH:5]=[CH:6][C:7]=1[O:8][C:9]1[C:18]2[C:13](=[CH:14][C:15]([O:19][CH3:20])=[CH:16][CH:17]=2)[N:12]=[CH:11][CH:10]=1 |f:1.2.3,4.5|. Procedure: The title compound was prepared according to the procedure described in Example 1 Step 3 by using (S)—((R)-1-(4-(3-fluoro-4-(7-methoxyquinolin-4-yloxy)phenyl carbamoyl)-5-methyl-3-oxo-2-phenyl-2,3-dihydropyrazol-1-yl)propan-2-yl)2-amino-propanoate (61.3 mg, 0.1 mmol) and oxalic acid dihydrate (25.2 mg, 0.2 mmol, Tianjin Chemical Factory). The title compound was obtained as a white solid (66.3 mg, 94.0%). The reactants are C(=O)C1=C(C=C(C#N)C=C1)OC (4-Formyl-3-methoxybenzonitrile), CC=1N=C(SC1)CC(CC)=O (1-(4-Methyl-1,3-thiazol-2-yl)butan-2-one), N1CCCCC1 (piperidine), C(C)(=O)O (acetic acid). The solvent is ClCCl (dichloromethane). The product is COC=1C=C(C#N)C=CC1C=C(C(CC)=O)C=1SC=C(N1)C (3-Methoxy-4-[2-(4-methyl-1,3-thiazol-2-yl)-3-oxopent-1-en-1-yl]benzonitrile). RXN SMILES: [CH:1]([C:3]1[CH:10]=[CH:9][C:6]([C:7]#[N:8])=[CH:5][C:4]=1[O:11][CH3:12])=O.[CH3:13][C:14]1[N:15]=[C:16]([CH2:19][C:20](=[O:23])[CH2:21][CH3:22])[S:17][CH:18]=1.N1CCCCC1.C(O)(=O)C>ClCCl>[CH3:12][O:11][C:4]1[CH:5]=[C:6]([CH:9]=[CH:10][C:3]=1[CH:1]=[C:19]([C:16]1[S:17][CH:18]=[C:14]([CH3:13])[N:15]=1)[C:20](=[O:23])[CH2:21][CH3:22])[C:7]#[N:8]. Reported procedure: 400 mg (2.48 mmol) of the compound from example 3A and 924 mg (2.73 mmol, 50% purity) of the compound from example 5A are dissolved in 10 ml of dichloromethane, and 0.245 ml (2.48 mmol) of piperidine and 0.142 ml (2.48 mmol) of acetic acid are added. The reaction mixture is heated under reflux with an inverse water trap overnight. The volatile components are removed in a rotary evaporator, and the crude product is purified by preparative HPLC (eluent: acetonitrile/water with 0.1% formic acid, gr... The reactants are C(C)OC(=O)C=1SC(=C(C1)Cl)C (4-Chloro-5-methyl-2-thiophenecarboxylic acid ethyl ester). Run in C(C)O (ethanol), O1CCCC1 (tetrahydrofuran), [OH-].[Na+] (sodium hydroxide). Reaction conditions: temperature 60 celsius, time 2 hour. The product is ClC=1C=C(SC1C)C(=O)O (4-chloro-5-methyl-2-thiophenecarboxylic acid). Yield: 68.0%. RXN SMILES: C([O:3][C:4]([C:6]1[S:7][C:8]([CH3:12])=[C:9]([Cl:11])[CH:10]=1)=[O:5])C>C(O)C.O1CCCC1.[OH-].[Na+]>[Cl:11][C:9]1[CH:10]=[C:6]([C:4]([OH:5])=[O:3])[S:7][C:8]=1[CH3:12] |f:3.4|. Procedure: 5-Methyl-2-thiophenecarboxylic acid (2.84 g) was dissolved in N,N-dimethylformamide (30 ml), and iodoethane (1.68 ml) and potassium carbonate (2.76 g) were added. The mixture was stirred at room temperature for 15 hours, poured into water and extracted with diethyl ether. The extract was washed with 5% aqueous potassium hydrogen sulfate, dried over anhydrous magnesium sulfate and concentrated under reduced pressure to give 2-methyl-3-thiophenecarboxylic acid ethyl ester (1.84 g). 5-Methyl-2-thio...